From a dataset of the Open Reaction Database (ORD), a public repository of structured organic reaction records. describe an organic reaction: reactants, conditions, products, and yield Reactants: C(C)(=O)OCC (ethyl acetate), C=1N=CN2C1C(CCC2)=O (6,7-dihydro-5H-imidazo[1,5-a]pyridine-8-one), CC(C)(C)S(=O)N (2-methyl-propan-2-sulphinic acid amid). Reagents/catalysts: CC([O-])C.CC([O-])C.CC([O-])C.CC([O-])C.[Ti+4] (titanium-tetra-isopropoxide). Run in [Cl-].[Na+].O (brine). Reaction conditions: time 36 hour. The product is C=1N=CN2C1\C(\CCC2)=N\S(=O)C(C)(C)C (2-Methyl-propane-2-sulphinic acid [6,7-dihydro-5H-imidazo[1,5-a]pyridin-(8E)-ylidene]-amide). Reaction SMILES: [CH:1]1[N:2]=[CH:3][N:4]2[CH2:9][CH2:8][CH2:7][C:6](=O)[C:5]=12.[CH3:11][C:12]([S:15]([NH2:17])=[O:16])([CH3:14])[CH3:13].C(OCC)(=O)C>[Cl-].[Na+].O.CC(C)[O-].CC(C)[O-].CC(C)[O-].CC(C)[O-].[Ti+4]>[CH:1]1[N:2]=[CH:3][N:4]2[CH2:9][CH2:8][CH2:7]/[C:6](=[N:17]\[S:15]([C:12]([CH3:14])([CH3:13])[CH3:11])=[O:16])/[C:5]=12 |f:3.4.5,6.7.8.9.10|. Procedure: A mixture of 1 mmol of 6,7-dihydro-5H-imidazo[1,5-a]pyridine-8-one [426219-51-4] and 1.2 mmol of 2-methyl-propan-2-sulphinic acid amid is treated dropwise with 0.35 ml of titanium-tetra-isopropoxide. The reaction mixture is stirred at room temperature for 36 hours, then poured into 5 ml of brine and 10 ml of ethyl acetate and stirred vigorously for 10 minutes. The reaction mixture is filtered over Hyflo and the filtrate is evaporated. From the residue the title compound is identified by means of...